From a dataset of the Open Reaction Database (ORD), a public repository of structured organic reaction records. describe an organic reaction: reactants, conditions, products, and yield Starting materials: C(C)(=O)OCC (ethyl acetate), FC1=CC=C(C=N1)OC1=CC=C(C=C1)CCC(C)NC(C)=O (N-{3-[4-(6-Fluoropyridin-3-yloxy)phenyl]-1-methylpropyl}acetamide), [H-].[Na+] (sodium hydride), C1(CC1)CO (cyclopropylmethanol). Solvent: O (water), CN1CCCC1=O (NMP). Yields the product C1(CC1)COC1=CC=C(C=N1)OC1=CC=C(C=C1)CCC(C)NC(C)=O (N-{3-[4-(6-Cyclopropylmethoxypyridin-3-yloxy)phenyl]-1-methylpropyl}acetamide). RXN SMILES: F[C:2]1[N:7]=[CH:6][C:5]([O:8][C:9]2[CH:14]=[CH:13][C:12]([CH2:15][CH2:16][CH:17]([NH:19][C:20](=[O:22])[CH3:21])[CH3:18])=[CH:11][CH:10]=2)=[CH:4][CH:3]=1.[H-].[Na+].[CH:25]1([CH2:28][OH:29])[CH2:27][CH2:26]1.C(OCC)(=O)C>CN1C(=O)CCC1.O>[CH:25]1([CH2:28][O:29][C:2]2[N:7]=[CH:6][C:5]([O:8][C:9]3[CH:14]=[CH:13][C:12]([CH2:15][CH2:16][CH:17]([NH:19][C:20](=[O:22])[CH3:21])[CH3:18])=[CH:11][CH:10]=3)=[CH:4][CH:3]=2)[CH2:27][CH2:26]1 |f:1.2|. Procedure: N-{3-[4-(6-Fluoropyridin-3-yloxy)phenyl]-1-methylpropyl}acetamide (105 mg, 0.35 mmol), sodium hydride (55% in oil) (42 mg, 1.04 mmol) and cyclopropylmethanol (62 mg, 0.86 mmol) were stirred in 3 ml of NMP at 130° C. under argon for 9 h. After cooling, ethyl acetate and water were added, and the organic phase was separated off, concentrated and purified by preparative HPLC (PR18, acetonitrile/water 0.1% TFA). Yield: 71 mg (58%), M+H+: 355.1. The reactants are CNC(=O)SCCN, CCNc1nc(Cl)nc(Cl)n1, Cl, [Na+], [OH-], O. Product: CCNc1nc(Cl)nc(NCCSC(=O)NC)n1. As a reaction SMILES: [CH3:13][NH:14][C:15](=[O:16])[S:17][CH2:18][CH2:19][NH2:20].[Cl:1][c:2]1[n:3][c:4]([Cl:11])[n:5][c:6]([NH:8][CH2:9][CH3:10])[n:7]1.[ClH:12].[Na+:22].[OH-:21].[OH2:23]>>[c:2]1([NH:20][CH2:19][CH2:18][S:17][C:15]([NH:14][CH3:13])=[O:16])[n:3][c:4]([Cl:11])[n:5][c:6]([NH:8][CH2:9][CH3:10])[n:7]1. Starting materials: ClC1=CC=C(C=C1)C1(CCN(CC1)CCC=C1CC2=C(OC3=NC=CC=C31)C=CC=C2C#N)O (4-(4-Chlorophenyl)-1-[3-(7-cyano-5,11-dihydro [1]benzoxepino[2,3-b]pyridin-5-ylidene)propyl]piperidin-4-ol), [N-]=[N+]=[N-].[Na+] (sodium azide), [Cl-].[NH4+] (ammonium chloride), O (Water). The solvent is CN(C)C=O (DMF). Reaction conditions: temperature 100 celsius, time 36 hour. Product: ClC1=CC=C(C=C1)C1(CCN(CC1)CCC=C1CC2=C(OC3=NC=CC=C31)C=CC=C2C2=NN=NN2)O (4-(4-Chlorophenyl)-1-[3-(5,11-dihydro-7-(tetrazol-5-yl)[1]benzoxepino[2,3-b]pyridin-5-ylidene)propyl]piperidin-4-ol). Isolated yield 73.3%. As a reaction SMILES: [Cl:1][C:2]1[CH:7]=[CH:6][C:5]([C:8]2([OH:34])[CH2:13][CH2:12][N:11]([CH2:14][CH2:15][CH:16]=[C:17]3[C:27]4[C:22](=[N:23][CH:24]=[CH:25][CH:26]=4)[O:21][C:20]4[CH:28]=[CH:29][CH:30]=[C:31]([C:32]#[N:33])[C:19]=4[CH2:18]3)[CH2:10][CH2:9]2)=[CH:4][CH:3]=1.[N-:35]=[N+:36]=[N-:37].[Na+].[Cl-].[NH4+].O>CN(C=O)C>[Cl:1][C:2]1[CH:7]=[CH:6][C:5]([C:8]2([OH:34])[CH2:13][CH2:12][N:11]([CH2:14][CH2:15][CH:16]=[C:17]3[C:27]4[C:22](=[N:23][CH:24]=[CH:25][CH:26]=4)[O:21][C:20]4[CH:28]=[CH:29][CH:30]=[C:31]([C:32]5[NH:37][N:36]=[N:35][N:33]=5)[C:19]=4[CH2:18]3)[CH2:10][CH2:9]2)=[CH:4][CH:3]=1 |f:1.2,3.4|. Procedure details: To a solution of the product of Example 364 (1.0 g) in DMF (10 ml) were added sodium azide (0.69 g) and ammonium chloride (0.56 g) and the mixture stirred at 100° C. for 36 hour. Water was added to the reaction mixture, and the precipitate was filtered and washed with ethanol to give the titled compound (800 mg). Reactants: COC1=CC2=C(N=CS2)C=C1 (6-Methoxy-1,3-benzothiazole), BrC1=CC=C(C=N1)N (6-bromopyridin-3-amine), O (Water), CCOC(=O)C (EtOAc), COC1=NC=C(C=N1)C=1SC2=C(N1)C=CC=C2 (2-(2-methoxypyrimidin-5-yl)-1,3-benzothiazole). Reaction conditions: temperature 170 celsius. Product: COC=1C=CC2=C(N=C(S2)C=2C=CC(=NC2)NC)C1 (5-(5-Methoxy-1,3-benzothiazol-2-yl)-N-methylpyridin-2-amine). As a reaction SMILES: CO[C:3]1[CH:11]=[CH:10][C:6]2[N:7]=[CH:8][S:9][C:5]=2[CH:4]=1.Br[C:13]1[N:18]=[CH:17][C:16](N)=[CH:15][CH:14]=1.CO[C:22]1N=CC(C2SC3C=CC=CC=3N=2)=C[N:23]=1.O.CCO[C:41](C)=[O:42]>>[CH3:41][O:42][C:11]1[CH:3]=[CH:4][C:5]2[S:9][C:8]([C:16]3[CH:15]=[CH:14][C:13]([NH:23][CH3:22])=[N:18][CH:17]=3)=[N:7][C:6]=2[CH:10]=1. Reported procedure: 6-Methoxy-1,3-benzothiazole (60 mg, 0.36 mmol) and 6-bromopyridin-3-amine (76 mg, 0.44 mmol) were reacted according to the procedure used for the preparation of 2-(2-methoxypyrimidin-5-yl)-1,3-benzothiazole with the exception that the reaction was heated at 170° C. in a microwave reactor for 1.5 h. Water and EtOAc were added and the mixture was filtered. The phases of the filtrate were separated and the aqueous layer was extracted with EtOAc (3×). The organic phase was washed with brine, dried (... As a reaction SMILES: [C:1]1([C:7]([C:15]2[CH:20]=[CH:19][CH:18]=[CH:17][CH:16]=2)=[CH:8]/[CH:9]=[C:10](\[CH3:14])/[C:11]([OH:13])=[O:12])[CH:6]=[CH:5][CH:4]=[CH:3][CH:2]=1.[N+:21]([C:24]1[CH:29]=[CH:28][C:27](O)=[CH:26][CH:25]=1)([O-:23])=[O:22].C1(N=C=NC2CCCCC2)CCCCC1>ClCCl>[N+:21]([C:24]1[CH:29]=[CH:28][C:27]([O:12][C:11](=[O:13])/[C:10](/[CH3:14])=[CH:9]/[CH:8]=[C:7]([C:15]2[CH:20]=[CH:19][CH:18]=[CH:17][CH:16]=2)[C:1]2[CH:2]=[CH:3][CH:4]=[CH:5][CH:6]=2)=[CH:26][CH:25]=1)([O-:23])=[O:22]. Run at time 30 minute. Product: [N+](=O)([O-])C1=CC=C(C=C1)OC(\C(=C\C=C(C1=CC=CC=C1)C1=CC=CC=C1)\C)=O ((E)-5,5-diphenyl-2-methyl-2,4-pentadienoic acid 4-nitrophenyl ester). Reactants: C1(=CC=CC=C1)C(=C/C=C(/C(=O)O)\C)C1=CC=CC=C1 ((E)-5,5-diphenyl-2-methyl-2,4-pentadienoic acid), [N+](=O)([O-])C1=CC=C(C=C1)O (4-nitrophenol), C1(CCCCC1)N=C=NC1CCCCC1 (1,3-dicyclohexylcarbodiimide). Run in ClCCl (dichloromethane). Isolated yield 89.0%. Procedure details: A solution of (E)-5,5-diphenyl-2-methyl-2,4-pentadienoic acid (1.85 g) and 4-nitrophenol (1.12 g) in dichloromethane (25 mL), stirred at 0°-5° C. in an ice-water bath, was treated with 1,3-dicyclohexylcarbodiimide (1.44 g). The mixture was stirred at 0°-5° C. for 30 minutes, then at room temperature for 1 hour. After the precipitated dicyclohexylurea was filtered off, the concentrated filtrate was passed through a short column of silica gel (~25 g) made up in dichloromethane-hexane (3:2). The ap... The product is Cl.NC1=NC=C(C(=N1)N)CC1=CC(=C(C(=C1)OC)C(=C)C)OC (2,4-diamino-5-(4-isopropenyl-3,5-dimethoxybenzyl)-pyrimidine hydrochloride). As a reaction SMILES: [ClH:1].[NH2:2][C:3]1[N:8]=[C:7]([NH2:9])[C:6]([CH2:10][C:11]2[CH:16]=[C:15]([O:17][CH3:18])[C:14]([C:19]([CH3:21])=[CH2:20])=[C:13]([O:22][CH3:23])[CH:12]=2)=[CH:5][N:4]=1>CO>[ClH:1].[NH2:2][C:3]1[N:8]=[C:7]([NH2:9])[C:6]([CH2:10][C:11]2[CH:12]=[C:13]([O:22][CH3:23])[C:14]([C:19]([CH3:21])=[CH2:20])=[C:15]([O:17][CH3:18])[CH:16]=2)=[CH:5][N:4]=1 |f:3.4|. Procedure: 3.3 Ml. of 1-N hydrochloric acid were added to a solution of 0.9 g. of 2,4-diamino-5-(4-isopropenyl-3,5-dimethoxybenzyl)-pyrimidine in 100 ml. of methanol. The solution was concentrated to 25 ml. and, after cooling, the crystals were removed by filtration under suction and dried. The resulting 2,4-diamino-5-(4-isopropenyl-3,5-dimethoxybenzyl)-pyrimidine hydrochloride melts at above 300° C. Starting materials: 1-N, Cl (hydrochloric acid), NC1=NC=C(C(=N1)N)CC1=CC(=C(C(=C1)OC)C(=C)C)OC (2,4-diamino-5-(4-isopropenyl-3,5-dimethoxybenzyl)-pyrimidine). Run in CO (methanol). As a reaction SMILES: Cl.Cl.[NH:3]1[C:11]2[C:6](=[CH:7][CH:8]=[CH:9][CH:10]=2)[C:5]([CH:12]2[CH2:17][CH2:16][CH:15]([NH:18][CH:19]([CH:23]3[CH2:28][CH2:27][NH:26][CH2:25][CH2:24]3)[C:20]([NH2:22])=[O:21])[CH2:14][CH2:13]2)=[CH:4]1.[O:29]1[C:34]2[CH:35]=[C:36](/[CH:39]=[CH:40]/[C:41](O)=[O:42])[CH:37]=[CH:38][C:33]=2[O:32][CH2:31][CH2:30]1>>[NH:3]1[C:11]2[C:6](=[CH:7][CH:8]=[CH:9][CH:10]=2)[C:5]([CH:12]2[CH2:17][CH2:16][CH:15]([NH:18][CH:19]([CH:23]3[CH2:24][CH2:25][N:26]([C:41](=[O:42])/[CH:40]=[CH:39]/[C:36]4[CH:37]=[CH:38][C:33]5[O:32][CH2:31][CH2:30][O:29][C:34]=5[CH:35]=4)[CH2:27][CH2:28]3)[C:20]([NH2:22])=[O:21])[CH2:14][CH2:13]2)=[CH:4]1 |f:0.1.2|. Yields the product N1C=C(C2=CC=CC=C12)C1CCC(CC1)NC(C(=O)N)C1CCN(CC1)C(\C=C\C=1C=CC2=C(OCCO2)C1)=O (2-[4-(1H-Indol-3-yl)-cyclohexylamino]-2-[1-(trans-3-[2,3-dihydro-1,4-benzodioxin-7-yl]prop-2-enoyl)piperidin-4-yl]-acetamide). Procedure: The title compound was prepared from the product of Example 1, step J, and trans-3-(2,3-dihydro-1,4-benzodioxin-7-yl)prop-2-enoic acid, by the method of Example 1, step K, giving a solid that was mostly the more polar cyclohexyl diastereomers by LCMS. Mass spectrum (LCMS, ESI pos.) calcd. for C32H38N4O4: 543 (M+H). Found: 543 Starting materials: Cl.Cl.N1C=C(C2=CC=CC=C12)C1CCC(CC1)NC(C(=O)N)C1CCNCC1 (2-[4-(1H-Indol-3-yl)-cyclohexylamino]-2-piperidin-4-yl-acetamide dihydrochloride), O1CCOC2=C1C=C(C=C2)/C=C/C(=O)O (trans-3-(2,3-dihydro-1,4-benzodioxin-7-yl)prop-2-enoic acid), cyclohexyl.